Dataset: the Open Reaction Database (ORD), a public repository of structured organic reaction records. Task: describe an organic reaction: reactants, conditions, products, and yield Starting materials: BrC1=CC(=C(C(=O)Cl)C=C1)Cl (4-bromo-2-chlorobenzoyl chloride), ClC1=NC=C(C=C1)C(F)(F)F (2-chloro-5-(trifluoromethyl)pyridine), ClC1=C(C=CC(=C1)Cl)C1=NC(=NC=C1C=1NC=CN1)NCCNC1=NC=C(C=C1)[N+](=O)[O-] ([4-(2,4-dichlorophenyl)-5-imidazol-2-ylpyrimidin-2-yl]{2-[(5-nitro(2-pyridyl))amino]ethyl}amine). The product is BrC1=CC(=C(C=C1)C1=NC(=NC=C1C=1NC=CN1)NCCNC1=NC=C(C=C1)C(F)(F)F)Cl ([4-(4-bromo-2-chlorophenyl)-5-imidazol-2-ylpyrimidin-2-yl](2-{[5-(trifluoromethyl)(2-pyridyl)]amino}ethyl)amine). As a reaction SMILES: [Br:1][C:2]1[CH:10]=[CH:9][C:5]([C:6](Cl)=O)=[C:4]([Cl:11])[CH:3]=1.Cl[C:13]1[CH:18]=[CH:17][C:16]([C:19]([F:22])([F:21])[F:20])=[CH:15][N:14]=1.ClC1C=C(Cl)C=CC=1C1[C:36]([C:37]2[NH:38][CH:39]=[CH:40][N:41]=2)=[CH:35][N:34]=[C:33]([NH:42][CH2:43][CH2:44][NH:45]C2C=CC([N+]([O-])=O)=CN=2)[N:32]=1>>[Br:1][C:2]1[CH:10]=[CH:9][C:5]([C:6]2[C:36]([C:37]3[NH:38][CH:39]=[CH:40][N:41]=3)=[CH:35][N:34]=[C:33]([NH:42][CH2:43][CH2:44][NH:45][C:13]3[CH:18]=[CH:17][C:16]([C:19]([F:22])([F:21])[F:20])=[CH:15][N:14]=3)[N:32]=2)=[C:4]([Cl:11])[CH:3]=1. Procedure: [4-(4-bromo-2-chlorophenyl)-5-imidazol-2-ylpyrimidin-2-yl](2-{[5-(trifluoromethyl)(2-pyridyl)]amino}ethyl)amine was prepared from 4-bromo-2-chlorobenzoyl chloride and 2-chloro-5-(trifluoromethyl)pyridine using the general method for [4-(2,4-dichlorophenyl)-5-imidazol-2-ylpyrimidin-2-yl]{2-[(5-nitro(2-pyridyl))amino]ethyl}amine. Reactants: C(C)(=O)O (acetic acid), C(C)(=O)O[C@@H](CNC(C)=O)CCl ((S)—N-[2-(acetyloxy)-3-chloropropyl]acetamide), CO (methanol), CC(C)([O-])C.[Li+] (lithium t-butoxide), O=S1(CCN(CC1)C1=C(C=C(C=C1F)NC(OCC(C)C)=O)F)=O (Isobutyl 4-(1,1-dioxido-4-thiomorpholinyl)-3,5-difluorophenylcarbamate). Solvent: C1CCOC1 (THF), O (Water), C1CCOC1 (THF), C1CCOC1 (THF). Conditions: temperature 7.5 celsius, time 15 minute. Yields the product CC(C)([O-])C.[Li+] (lithium t-butoxide), O=S1(CCN(CC1)C1=C(C=C(C=C1F)N1C(O[C@H](C1)CNC(C)=O)=O)F)=O (N-[[(5S)-3-[4-(1,1-Dioxido-4-thiomorpholinyl)-3,5-difluorophenyl]-2-oxo-5-oxazolidinyl]methyl]acetamide). The yield is 73.0%. RXN SMILES: [O:1]=[S:2]1(=[O:24])[CH2:7][CH2:6][N:5]([C:8]2[C:13]([F:14])=[CH:12][C:11]([NH:15]C(=O)OCC(C)C)=[CH:10][C:9]=2[F:23])[CH2:4][CH2:3]1.[CH3:25][C:26]([CH3:29])([O-:28])[CH3:27].[Li+:30].CO.[C:33]([O:36][C@H:37]([CH2:43]Cl)[CH2:38][NH:39][C:40](=[O:42])[CH3:41])(=[O:35])C.C(O)(=O)C>C1COCC1.O>[CH3:25][C:26]([CH3:29])([O-:28])[CH3:27].[Li+:30].[O:24]=[S:2]1(=[O:1])[CH2:7][CH2:6][N:5]([C:8]2[C:13]([F:14])=[CH:12][C:11]([N:15]3[CH2:43][C@H:37]([CH2:38][NH:39][C:40](=[O:42])[CH3:41])[O:36][C:33]3=[O:35])=[CH:10][C:9]=2[F:23])[CH2:4][CH2:3]1 |f:1.2,8.9|. Procedure: A slurry of lithium t-butoxide (18.0 g, 223.5 mmol, 3.00 eq) in THF (100 ml) is prepared. Isobutyl 4-(1,1-dioxido-4-thiomorpholinyl)-3,5-difluorophenylcarbamate (27.0 g, 74.5 mmol) is dissolved in THF (180 ml) then added to the lithium t-butoxide slurry while maintaining less than 20° C. The mixture is stirred for 15 min then methanol (6.1 ml, 149 mmol, 2.0 eq) is added. (S)—N-[2-(acetyloxy)-3-chloropropyl]acetamide (28.9 g, 149 mmol, 2.0 eq) is dissolved in THF (100 mL) and added to the reactio... Starting materials: OC(C(=O)O)(CC(C)C)CP(=O)CSC1=NC2=CC=CC=C2C=C1 (2-(hydroxy) (quinolin-2-ylthiomethyl)phosphinoylmethyl-4-methylpentanoic acid), C(=O)(N1C=NC=C1)N1C=NC=C1 (1,1'-carbonyldiimidazole), O=C1NCCCCCCN2C=3C=CC=CC3C(CC1)=C2 (9-oxo-1,8-diazatricyclo[10.6.1.013,18 ]nonadeca-12(19),13(18),14,16-tetraene). Run in C1CCOC1 (THF). Reaction conditions: time 18 hour. Yields the product 13(18)14,16-tetraen-10-ylcarbamoyl, N1=C(C=CC2=CC=CC=C12)SCP(O)=O ((quinolin-2-ylthiomethyl)phosphinic acid). RXN SMILES: OC(C[PH:11]([CH2:13][S:14][C:15]1[CH:24]=[CH:23][C:22]2[C:17](=[CH:18][CH:19]=[CH:20][CH:21]=2)[N:16]=1)=[O:12])(CC(C)C)C(O)=O.C(N1C=CN=C1)(N1C=CN=C1)=[O:26].O=C1CCC2=CN(C3C=CC=CC=32)CCCCCCN1>C1COCC1>[N:16]1[C:17]2[C:22](=[CH:21][CH:20]=[CH:19][CH:18]=2)[CH:23]=[CH:24][C:15]=1[S:14][CH2:13][PH:11](=[O:12])[OH:26]. Reported procedure: A single stereoisomer of 2-(hydroxy) (quinolin-2-ylthiomethyl)phosphinoylmethyl-4-methylpentanoic acid (300 mg, 0.81 mmol) and 1,1'-carbonyldiimidazole (174 mg, 1.0 mmol) were stirred at 0° C. in 6 mL THF for 11/2 hours. (10S)-10-Amino-(9-oxo-1,8-diazatricyclo[10.6.1.013,18 ]nonadeca-12(19),13(18),14,16-tetraene (270 mg, 0.95 mmol) was added to the solution and the resulting mixture was allowed to warm to room temperature and then stirred for 18 hours. The THF was removed by evaporation and the ...